Dataset: the Open Reaction Database (ORD), a public repository of structured organic reaction records. Task: describe an organic reaction: reactants, conditions, products, and yield Starting materials: C(C)(=O)O (acetic acid), CN1CCCCC1 (1-methylpiperidine). The solvent is O (water), O (water), C(C)#N (acetonitrile). The product is C(C)(=O)O.CN1CCCCC1 (methylpiperidine acetate). RXN SMILES: [C:1]([OH:4])(=[O:3])[CH3:2].[CH3:5][N:6]1[CH2:11][CH2:10][CH2:9][CH2:8][CH2:7]1>O.C(#N)C>[C:1]([OH:4])(=[O:3])[CH3:2].[CH3:5][N:6]1[CH2:11][CH2:10][CH2:9][CH2:8][CH2:7]1 |f:4.5|. Procedure: A stock solution of 1 molar methylpiperidine acetate was prepared by mixing one equivalent of glacial acetic acid in an appropriate volume of water and slowly adding one equivalent of 1-methylpiperidine. The pH of the solution is 7. The stock solution was diluted with an appropriate volume of water or acetonitrile to working concentration. Reactants: F[B-](F)(F)F, Brc1cnc2[nH]ncc2c1N1CCNCC1, CC(C)(C)OC(=O)NC(Cc1ccc(Cl)cc1)C(=O)O, CCN(C(C)C)C(C)C, ClCCl, Cl, Cl, CN(C)C(On1nnc2ccccc21)=[N+](C)C. The product is CC(C)(C)OC(=O)NC(Cc1ccc(Cl)cc1)C(=O)N1CCN(c2c(Br)cnc3[nH]ncc23)CC1. Reaction SMILES: [B-:48]([F:49])([F:50])([F:51])[F:52].[Br:12][c:13]1[c:14]([N:22]2[CH2:23][CH2:24][NH:25][CH2:26][CH2:27]2)[c:15]2[c:16]([n:17][cH:18]1)[nH:19][n:20][cH:21]2.[C:28]([CH3:29])([CH3:30])([CH3:31])[O:32][C:33](=[O:34])[NH:35][CH:36]([C:37](=[O:38])[OH:39])[CH2:40][c:41]1[cH:42][cH:43][c:44]([Cl:47])[cH:45][cH:46]1.[CH:1]([N:2]([CH2:3][CH3:4])[CH:5]([CH3:6])[CH3:7])([CH3:8])[CH3:9].[Cl:70][CH2:71][Cl:72].[ClH:10].[ClH:11].[n:53]1([O:54][C:55]([N:56]([CH3:57])[CH3:58])=[N+:59]([CH3:60])[CH3:61])[c:62]2[cH:63][cH:64][cH:65][cH:66][c:67]2[n:68][n:69]1>>[Br:12][c:13]1[c:14]([N:22]2[CH2:23][CH2:24][N:25]([C:37]([CH:36]([NH:35][C:33]([O:32][C:28]([CH3:29])([CH3:30])[CH3:31])=[O:34])[CH2:40][c:41]3[cH:42][cH:43][c:44]([Cl:47])[cH:45][cH:46]3)=[O:38])[CH2:26][CH2:27]2)[c:15]2[c:16]([n:17][cH:18]1)[nH:19][n:20][cH:21]2. Reactants: [BH4-], CCO, CN1CCC(C(C)(C)c2ccc(NC(=O)c3ccccc3N)cc2)CC1, [Na+], O=Cc1ccncc1. Yields the product CN1CCC(C(C)(C)c2ccc(NC(=O)c3ccccc3NCc3ccncc3)cc2)CC1. Reaction SMILES: [BH4-:35].[CH3:37][CH2:38][OH:39].[NH2:1][c:2]1[c:3]([C:4](=[O:5])[NH:6][c:7]2[cH:8][cH:9][c:10]([C:13]([CH3:14])([CH:15]3[CH2:16][CH2:17][N:18]([CH3:21])[CH2:19][CH2:20]3)[CH3:22])[cH:11][cH:12]2)[cH:23][cH:24][cH:25][cH:26]1.[Na+:36].[n:27]1[cH:28][cH:29][c:30]([CH:33]=[O:34])[cH:31][cH:32]1>>[NH:1]([c:2]1[c:3]([C:4](=[O:5])[NH:6][c:7]2[cH:8][cH:9][c:10]([C:13]([CH3:14])([CH:15]3[CH2:16][CH2:17][N:18]([CH3:21])[CH2:19][CH2:20]3)[CH3:22])[cH:11][cH:12]2)[cH:23][cH:24][cH:25][cH:26]1)[CH2:33][c:30]1[cH:29][cH:28][n:27][cH:32][cH:31]1. The reactants are CS(=O)(=O)C=1C=CC(=C(C(=O)O)C1)O[C@@H](C(F)(F)F)C (5-methanesulfonyl-2-((R)-2,2,2-trifluoro-1-methyl-ethoxy)-benzoic acid), N1=CC(C1)O (azetin-3-ol). Product: OC1CN(C1)C(=O)C1=C(C=CC(=C1)S(=O)(=O)C)O[C@@H](C(F)(F)F)C ((3-Hydroxy-azetidin-1-yl)-[5-methanesulfonyl-2-((R)-2,2,2-trifluoro-1-methyl-ethoxy)-phenyl]-methanone). The yield is 30.0%. As a reaction SMILES: [CH3:1][S:2]([C:5]1[CH:6]=[CH:7][C:8]([O:14][C@H:15]([CH3:20])[C:16]([F:19])([F:18])[F:17])=[C:9]([CH:13]=1)[C:10]([OH:12])=O)(=[O:4])=[O:3].[N:21]1[CH2:24][CH:23]([OH:25])[CH:22]=1>>[OH:25][CH:23]1[CH2:24][N:21]([C:10]([C:9]2[CH:13]=[C:5]([S:2]([CH3:1])(=[O:3])=[O:4])[CH:6]=[CH:7][C:8]=2[O:14][C@H:15]([CH3:20])[C:16]([F:19])([F:18])[F:17])=[O:12])[CH2:22]1. Procedure: Prepared in analogy to Example 1 from 5-methanesulfonyl-2-((R)-2,2,2-trifluoro-1-methyl-ethoxy)-benzoic acid (Example A3(b)) and azetin-3-ol. The crude material was purified by flash chromatography (ethyl acetate/n-heptane) to yield the title compound as a white crystalline solid (yield 30%). MS (m/e): 368.0 (M+H+, 100%). Starting materials: CON(C(=O)C1=CN(C2=CC=CC=C2C1=O)CC1=NC(=CC=C1)Br)C (1-(6-bromo-pyridin-2-ylmethyl)-4-oxo-1,4-dihydro-quinoline-3-carboxylic acid methoxy-methyl-amide), white solid. The solvent is C(C)C1=CC=C(C=C1)[Mg]Br (4-ethylphenylmagnesium bromide), C1CCOC1 (THF). Product: BrC1=CC=CC(=N1)CN1C=C(C(C2=CC=CC=C12)=O)C(C1=CC=C(C=C1)CC)=O (1-(6-Bromo-pyridin-2-ylmethyl)-3-(4-ethyl-benzoyl)-1H-quinolin-4-one). Reaction SMILES: CON(C)[C:4]([C:6]1[C:15](=[O:16])[C:14]2[C:9](=[CH:10][CH:11]=[CH:12][CH:13]=2)[N:8]([CH2:17][C:18]2[CH:23]=[CH:22][CH:21]=[C:20]([Br:24])[N:19]=2)[CH:7]=1)=[O:5]>C1COCC1.C(C1C=CC([Mg]Br)=CC=1)C>[Br:24][C:20]1[N:19]=[C:18]([CH2:17][N:8]2[C:9]3[C:14](=[CH:13][CH:12]=[CH:11][CH:10]=3)[C:15](=[O:16])[C:6]([C:4](=[O:5])[C:11]3[CH:10]=[CH:9][C:14]([CH2:15][CH3:6])=[CH:13][CH:12]=3)=[CH:7]2)[CH:23]=[CH:22][CH:21]=1. Procedure details: Experimental conditions analogous to those described for Step 6 of Example 60 from 90 mg (0.22 mmol) of 1-(6-bromo-pyridin-2-ylmethyl)-4-oxo-1,4-dihydro-quinoline-3-carboxylic acid methoxy-methyl-amide in 1 mL THF and 0.98 mL 0.5M 4-ethylphenylmagnesium bromide. Yield: 80 mg of a white solid. LC-MSD, m/z for C24H19BrN2O2 [M+H]+=447.0, 449.0; HPLC retention time: 2.7 min.